Dataset: the Open Reaction Database (ORD), a public repository of structured organic reaction records. Task: describe an organic reaction: reactants, conditions, products, and yield Starting materials: FC=1C=CC2=C(C3=C4C(NC=C4CN2C)=NC=C3)C1 (7-fluoro-4-methyl-3,4-dihydro-1H-1,4,11-triazadibenzo[cd,f]azulene), [H-].[Na+] (sodium hydride), O (water), C1(=CC=C(C=C1)S(=O)(=O)Cl)C (p-toluenesulfonyl chloride). The solvent is CN(C=O)C (N,N-dimethylformamide). Reaction conditions: time 30 minute. Yields the product FC=1C=CC2=C(C3=C4C(N(C=C4CN2C)S(=O)(=O)C2=CC=C(C)C=C2)=NC=C3)C1 (7-fluoro-4-methyl-1-tosyl-3,4-dihydro-1H-1,4,11-triazadibenzo[cd,f]azulene). Reaction SMILES: [F:1][C:2]1[CH:3]=[CH:4][C:5]2[N:14]([CH3:15])[CH2:13][C:12]3[C:8]4[C:9](=[N:16][CH:17]=[CH:18][C:7]=4[C:6]=2[CH:19]=1)[NH:10][CH:11]=3.[H-].[Na+].[C:22]1([CH3:32])[CH:27]=[CH:26][C:25]([S:28](Cl)(=[O:30])=[O:29])=[CH:24][CH:23]=1.O>CN(C)C=O>[F:1][C:2]1[CH:3]=[CH:4][C:5]2[N:14]([CH3:15])[CH2:13][C:12]3[C:8]4[C:9](=[N:16][CH:17]=[CH:18][C:7]=4[C:6]=2[CH:19]=1)[N:10]([S:28]([C:25]1[CH:26]=[CH:27][C:22]([CH3:32])=[CH:23][CH:24]=1)(=[O:30])=[O:29])[CH:11]=3 |f:1.2|. Procedure details: To a solution of Example 41B (18.49 g, 73.0 mmol) in N,N-dimethylformamide (146 mL) at room temperature under nitrogen was added sodium hydride (4.38 g, 110 mmol) in portions. The mixture was stirred for 30 minutes and p-toluenesulfonyl chloride (15.31 g, 80 mmol) was added in portions over 10 minutes. The mixture was stirred overnight at room temperature, poured into water and filtered. The solid was washed with heptanes and placed in a vacuum oven overnight at 50° C. The residue was taken up i... Reactants: [Li+].C[Si](C)(C)[N-][Si](C)(C)C (LiHMDS), C1(=CC=CC=C1)C(C1=CC=CC=C1)=NCC(C(=O)OC)C1=CC=CC=C1 (methyl 3-(diphenylmethyleneamino)-2-phenylpropanoate), CI (methyl iodide), NH4Cl(sat). Run in C1CCOC1 (THF), C1CCOC1 (THF). Conditions: temperature -78 celsius, time 30 minute. Product: EtOAc Hexanes, C1(=CC=CC=C1)C(C1=CC=CC=C1)=NCC(C(=O)OC)(C1=CC=CC=C1)C (methyl 3-(diphenylmethyleneamino)-2-methyl-2-phenylpropanoate). Yield: 0.0%. As a reaction SMILES: [Li+].C[Si]([N-][Si](C)(C)C)(C)C.[C:11]1([C:17](=[N:24][CH2:25][CH:26]([C:31]2[CH:36]=[CH:35][CH:34]=[CH:33][CH:32]=2)[C:27]([O:29][CH3:30])=[O:28])[C:18]2[CH:23]=[CH:22][CH:21]=[CH:20][CH:19]=2)[CH:16]=[CH:15][CH:14]=[CH:13][CH:12]=1.[CH3:37]I>C1COCC1>[C:11]1([C:17](=[N:24][CH2:25][C:26]([CH3:37])([C:31]2[CH:36]=[CH:35][CH:34]=[CH:33][CH:32]=2)[C:27]([O:29][CH3:30])=[O:28])[C:18]2[CH:23]=[CH:22][CH:21]=[CH:20][CH:19]=2)[CH:12]=[CH:13][CH:14]=[CH:15][CH:16]=1 |f:0.1|. Procedure: To a solution of LiHMDS in THF cooled to −78° C. was added a solution of methyl 3-(diphenylmethyleneamino)-2-phenylpropanoate (E320) in THF also cooled to approximately −78° C. This solution stirred for 30 min at −78° C., then methyl iodide was added directly and the solution was warmed to 0° C. After 3 h the solution was poured into NH4Cl(sat) and extracted with EtOAc. The combined organics were dried (Na2SO4) filtered, and evaporated. Column chromatography (SiO2, 0-15% EtOAc/Hexanes) gave pure... Reactants: O=C([O-])O, S=C(Cl)Cl, ClCCl, [NH-]Cc1ccccc1C(F)(F)F, [Na+], O. The product is FC(F)(F)c1ccccc1CN=C=S. As a reaction SMILES: [C:13](=[O:14])([OH:15])[O-:16].[Cl:18][C:19]([Cl:20])=[S:21].[Cl:22][CH2:23][Cl:24].[F:1][C:2]([c:3]1[c:4]([CH2:5][NH-:6])[cH:7][cH:8][cH:9][cH:10]1)([F:11])[F:12].[Na+:17].[OH2:25]>>[F:1][C:2]([c:3]1[c:4]([CH2:5][N:6]=[C:19]=[S:21])[cH:7][cH:8][cH:9][cH:10]1)([F:11])[F:12].